Dataset: the Open Reaction Database (ORD), a public repository of structured organic reaction records. Task: describe an organic reaction: reactants, conditions, products, and yield Starting materials: OC1=CC=C(C=C1)S(=O)(=O)Cl (4-hydroxybenzene sulfonyl chloride), product, O (water), [N-]=[N+]=[N-].[Na+] (NaN3). Run in CC(=O)C (acetone). Reaction conditions: temperature 0 celsius, time 1 hour. The product is OC1=CC=C(C=C1)S(=O)(=O)N=[N+]=[N-] (4-hydroxybenzenesulfonyl azide). Reaction SMILES: [OH:1][C:2]1[CH:7]=[CH:6][C:5]([S:8](Cl)(=[O:10])=[O:9])=[CH:4][CH:3]=1.O.[N-:13]=[N+:14]=[N-:15].[Na+]>CC(C)=O>[OH:1][C:2]1[CH:7]=[CH:6][C:5]([S:8]([N:13]=[N+:14]=[N-:15])(=[O:10])=[O:9])=[CH:4][CH:3]=1 |f:2.3|. Procedure details: 4-hydroxybenzene sulfonyl chloride synthesized in Synthetic example 1 (3.76 g, 19.5 mmol, and 1.00 Eq) was dissolved in acetone (50 mL) and then water (50 mL) was added thereto. The obtained mixed solution was cooled to 0° C. and NaN3 (1.41 g, 21.7 mmol, and 1.11 Eq) was added to the solution slowly, followed by stirring at 0° C. for 1 hour. After the stirring, acetone was removed by the evaporator (30° C., 150 mbar) and a water layer was extracted with dichloromethane (3×30 mL). The obtained or...